This data is from the Open Reaction Database (ORD), a public repository of structured organic reaction records. The task is: describe an organic reaction: reactants, conditions, products, and yield Starting materials: C(C1=CC=CC=C1)N1CCN(CC1)C([C@H](CC1=CC=CC=C1)NCC1=CC=C(C=C1)CCCCC)=O (1-(4-benzyl-piperazin-1-yl)-(S)-2-(4-pentyl-benzylamino)-3-phenyl-propan-1-one), COC=1C=C(/C=C/C(=O)O)C=CC1 (trans-3-methoxy-cinnamic acid). Product: C(C1=CC=CC=C1)[C@@H](C(=O)N1CCN(CC1)CC1=CC=CC=C1)N(C(C=CC1=CC(=CC=C1)OC)=O)CC1=CC=C(C=C1)CCCCC (N—[(S)-1-benzyl-2-(4-benzyl-piperazin-1-yl)-2-oxo-ethyl]-3-(3-methoxy-phenyl)-N-(4-pentyl-benzyl)-acrylamide). The yield is 54.0%. Reaction SMILES: [CH2:1]([N:8]1[CH2:13][CH2:12][N:11]([C:14](=[O:36])[C@@H:15]([NH:23][CH2:24][C:25]2[CH:30]=[CH:29][C:28]([CH2:31][CH2:32][CH2:33][CH2:34][CH3:35])=[CH:27][CH:26]=2)[CH2:16][C:17]2[CH:22]=[CH:21][CH:20]=[CH:19][CH:18]=2)[CH2:10][CH2:9]1)[C:2]1[CH:7]=[CH:6][CH:5]=[CH:4][CH:3]=1.[CH3:37][O:38][C:39]1[CH:40]=[C:41]([CH:47]=[CH:48][CH:49]=1)/[CH:42]=[CH:43]/[C:44](O)=[O:45]>>[CH2:16]([C@H:15]([N:23]([CH2:24][C:25]1[CH:26]=[CH:27][C:28]([CH2:31][CH2:32][CH2:33][CH2:34][CH3:35])=[CH:29][CH:30]=1)[C:44](=[O:45])[CH:43]=[CH:42][C:41]1[CH:47]=[CH:48][CH:49]=[C:39]([O:38][CH3:37])[CH:40]=1)[C:14]([N:11]1[CH2:10][CH2:9][N:8]([CH2:1][C:2]2[CH:7]=[CH:6][CH:5]=[CH:4][CH:3]=2)[CH2:13][CH2:12]1)=[O:36])[C:17]1[CH:22]=[CH:21][CH:20]=[CH:19][CH:18]=1. Procedure details: Acylation of 1-(4-benzyl-piperazin-1-yl)-(S)-2-(4-pentyl-benzylamino)-3-phenyl-propan-1-one (43.5 mg, 0.09 mmol) according to the procedure described for the preparation of Example 1 with trans-3-methoxy-cinnamic acid (17.6 mg, 0.099 mmol) gave 31.3 mg (54%) of N—[(S)-1-benzyl-2-(4-benzyl-piperazin-1-yl)-2-oxo-ethyl]-3-(3-methoxy-phenyl)-N-(4-pentyl-benzyl)-acrylamide. LC-MS: tR=1.01 min; [M+H]+=644.50. Starting materials: ClC1=CC2=C(C(CNCC2)C2=CC=CC=3CCOC32)C=C1OC (7-chloro-1-(2,3-dihydrobenzofuran-7-yl)-8-methoxy-1,2,4,5-tetrahydrobenzo[d]azepine), CN(C=O)C (N,N-dimethylformamide), Cl.CN(CCOC1=CC=C(C(=O)O)C=C1)C (4-(2-dimethylaminoethoxy)benzoic acid hydrochloride), CN(C=O)C (N,N-dimethylformamide), suspension, Cl.CN(CCCN=C=NCC)C (N-(3-dimethylaminopropyl)-N′-ethylcarbodiimide hydrochloride). Solvent: C(C)N(CC)CC (triethylamine), ClCCl (dichloromethane). Product: ClC1=CC2=C(C(CN(CC2)C(=O)C2=CC=C(C=C2)OCCN(C)C)C2=CC=CC=3CCOC32)C=C1OC ([7-Chloro-1-(2,3-dihydrobenzofuran-7-yl)-8-methoxy-1,2,4,5-tetrahydrobenzo[d]azepin-3-yl]-[4-(2-dimethylaminoethoxy)-phenyl]-methanone). As a reaction SMILES: [Cl:1][C:2]1[C:21]([O:22][CH3:23])=[CH:20][C:5]2[CH:6]([C:11]3[C:19]4[O:18][CH2:17][CH2:16][C:15]=4[CH:14]=[CH:13][CH:12]=3)[CH2:7][NH:8][CH2:9][CH2:10][C:4]=2[CH:3]=1.CN(C)C=O.Cl.[CH3:30][N:31]([CH3:44])[CH2:32][CH2:33][O:34][C:35]1[CH:43]=[CH:42][C:38]([C:39](O)=[O:40])=[CH:37][CH:36]=1.Cl.CN(C)CCCN=C=NCC>C(N(CC)CC)C.ClCCl>[Cl:1][C:2]1[C:21]([O:22][CH3:23])=[CH:20][C:5]2[CH:6]([C:11]3[C:19]4[O:18][CH2:17][CH2:16][C:15]=4[CH:14]=[CH:13][CH:12]=3)[CH2:7][N:8]([C:39]([C:38]3[CH:37]=[CH:36][C:35]([O:34][CH2:33][CH2:32][N:31]([CH3:44])[CH3:30])=[CH:43][CH:42]=3)=[O:40])[CH2:9][CH2:10][C:4]=2[CH:3]=1 |f:2.3,4.5|. Reported procedure: Similarly as described in example 22 using a solution of 7-chloro-1-(2,3-dihydrobenzofuran-7-yl)-8-methoxy-1,2,4,5-tetrahydrobenzo[d]azepine in N,N-dimethylformamide (0.375 M, 0.4 ml, 0.15 mmol), a suspension of 4-(2-dimethylaminoethoxy)benzoic acid hydrochloride in N,N-dimethylformamide (0.375 M, 0.4 ml, 0.15 mmol), triethylamine (42 pi), and 0.25 ml of a suspension of N-(3-dimethylaminopropyl)-N′-ethylcarbodiimide hydrochloride in dichloromethane (1.73 g in 8.3 ml) affords the title compound. The reactants are P(Cl)(Cl)(Cl)(Cl)Cl (Phosphorous pentachloride), C(Cl)Cl (methylene chloride), S1C(=CC=C1)CC(=O)NC1[C@@H]2N(C(C(=CS2)C(C)=O)C(=O)OC(C2=CC=CC=C2)C2=CC=CC=C2)C1=O (benzhydryl 7-(2-thienylacetamido)-3-acetyl-2-cephem-4-carboxylate), N1=CC=CC=C1 (pyridine). The solvent is CCCCCC (n-hexane), C(C(C)C)O (isobutanol). Reaction conditions: time 2.5 hour. Yields the product NC1[C@@H]2N(C(C(=CS2)C(C)=O)C(=O)OC(C2=CC=CC=C2)C2=CC=CC=C2)C1=O (Benzhydryl 7-amino-3-acetyl-2-cephem-4-carboxylate). Isolated yield 64.0%. Reaction SMILES: P(Cl)(Cl)(Cl)(Cl)Cl.S1C=CC=C1CC([NH:15][CH:16]1[C:42](=[O:43])[N:18]2[CH:19]([C:26]([O:28][CH:29]([C:36]3[CH:41]=[CH:40][CH:39]=[CH:38][CH:37]=3)[C:30]3[CH:35]=[CH:34][CH:33]=[CH:32][CH:31]=3)=[O:27])[C:20]([C:23](=[O:25])[CH3:24])=[CH:21][S:22][C@H:17]12)=O.N1C=CC=CC=1.C(Cl)Cl>CCCCCC.C(O)C(C)C>[NH2:15][CH:16]1[C:42](=[O:43])[N:18]2[CH:19]([C:26]([O:28][CH:29]([C:36]3[CH:37]=[CH:38][CH:39]=[CH:40][CH:41]=3)[C:30]3[CH:35]=[CH:34][CH:33]=[CH:32][CH:31]=3)=[O:27])[C:20]([C:23](=[O:25])[CH3:24])=[CH:21][S:22][C@H:17]12. Procedure: Phosphorous pentachloride (0.478 g.) was added to a stirred solution of 1.065 g. of benzhydryl 7-(2-thienylacetamido)-3-acetyl-2-cephem-4-carboxylate and 0.199 ml. of pyridine in 9 ml. of methylene chloride. The reaction mixture was allowed to stir at room temperature for 2.5 hours. After cooling the mixture for 5 minutes in an ice bath, 0.985 ml. of isobutanol was added, and the reaction mixture was subsequently stirred at room temperature for one hour. The addition of n-hexane resulted in the ... Reactants: CN, CCOC(C)=O, CS(=O)(=O)c1ccc(-c2cc(C(=O)Cl)sc2-c2ccc(F)cc2)cc1, C1CCOC1, O. Yields the product CNC(=O)c1cc(-c2ccc(S(C)(=O)=O)cc2)c(-c2ccc(F)cc2)s1. Reaction SMILES: [CH3:26][NH2:27].[CH3:34][CH2:35][O:36][C:37](=[O:38])[CH3:39].[F:1][c:2]1[cH:3][cH:4][c:5](-[c:8]2[c:9](-[c:16]3[cH:17][cH:18][c:19]([S:22](=[O:23])(=[O:24])[CH3:25])[cH:20][cH:21]3)[cH:10][c:11]([C:13](=[O:14])[Cl:15])[s:12]2)[cH:6][cH:7]1.[O:28]1[CH2:29][CH2:30][CH2:31][CH2:32]1.[OH2:33]>>[F:1][c:2]1[cH:3][cH:4][c:5](-[c:8]2[c:9](-[c:16]3[cH:17][cH:18][c:19]([S:22](=[O:23])(=[O:24])[CH3:25])[cH:20][cH:21]3)[cH:10][c:11]([C:13](=[O:14])[NH:27][CH3:26])[s:12]2)[cH:6][cH:7]1. Starting materials: CC(=O)C (Acetone), C(C)(=O)N(N(C(=O)OC(C)(C)C)C1=CC=C(C=C1)C(=O)OCC)C (tert-Butyl 2-acetyl-1-[4-(ethoxycarbonyl)phenyl]-2-methylhydrazinecarboxylate), C(C)O (ethanol), [BH4-].[Li+] (lithium borohydride). The solvent is C1CCOC1 (THF). Reaction conditions: temperature 80 celsius, time 3 hour. The product is C(C)(=O)N(N(C(=O)OC(C)(C)C)C1=CC=C(C=C1)CO)C (tert-butyl 2-acetyl-1-[4-(hydroxymethyl)phenyl]-2-methylhydrazinecarboxylate). Isolated yield 67.7%. As a reaction SMILES: [C:1]([N:4]([CH3:24])[N:5]([C:13]1[CH:18]=[CH:17][C:16]([C:19](OCC)=[O:20])=[CH:15][CH:14]=1)[C:6]([O:8][C:9]([CH3:12])([CH3:11])[CH3:10])=[O:7])(=[O:3])[CH3:2].[BH4-].[Li+].C(O)C.CC(C)=O>C1COCC1>[C:1]([N:4]([CH3:24])[N:5]([C:13]1[CH:14]=[CH:15][C:16]([CH2:19][OH:20])=[CH:17][CH:18]=1)[C:6]([O:8][C:9]([CH3:12])([CH3:11])[CH3:10])=[O:7])(=[O:3])[CH3:2] |f:1.2|. Reported procedure: tert-Butyl 2-acetyl-1-[4-(ethoxycarbonyl)phenyl]-2-methylhydrazinecarboxylate (2.06 g) was dissolved in THF (60 ml), lithium borohydride (90%, 0.74 g) was added, and ethanol (15 ml) was slowly added dropwise. The obtained mixture was stirred at 80° C. for 3 hr. Acetone (6.0 ml) was added to the reaction mixture, and the mixture was concentrated under reduced pressure. Ethyl acetate was added to the residue, and the mixture was washed with water and then saturated brine. The organic layer was dri... Starting materials: FC1=C(C=C(C=C1)[N+](=O)[O-])C1=NC=CN=C1 (2-(2-fluoro-5-nitrophenyl)pyrazine), [Sn](Cl)Cl (tin(II) chloride), [OH-].[NH4+] (Ammonium hydroxide). The solvent is C(C)O (ethanol). Conditions: time 3 hour. The product is FC1=C(C=C(C=C1)N)C1=NC=CN=C1 (4-fluoro-3-(pyrazin-2-yl)phenylamine). As a reaction SMILES: [F:1][C:2]1[CH:7]=[CH:6][C:5]([N+:8]([O-])=O)=[CH:4][C:3]=1[C:11]1[CH:16]=[N:15][CH:14]=[CH:13][N:12]=1.[Sn](Cl)Cl.[OH-].[NH4+]>C(O)C>[F:1][C:2]1[CH:7]=[CH:6][C:5]([NH2:8])=[CH:4][C:3]=1[C:11]1[CH:16]=[N:15][CH:14]=[CH:13][N:12]=1 |f:2.3|. Reported procedure: To a solution of 2-(2-fluoro-5-nitrophenyl)pyrazine (0.72 g, 3.3 mmol) in ethanol (20 ml) was added tin(II) chloride (2.8 g) and the mixture stirred for 3 h at ambient temperature. 25% Ammonium hydroxide (25 ml) was added and the mixture evaporated to dryness. The residual solid was boiled with ethyl acetate, and filtered whilst hot. The filtrate was evaporated at reduced pressure to give 4-fluoro-3-(pyrazin-2-yl)phenylamine: δH (400 MHz, CDCl3) 9.09 (1H, dd, J 2 and 1.5), 8.66 (1H, m), 8.51 (1H... The reactants are CC(C)(C)OC(=O)N1CC(O)CC1C(=O)OCc1ccccc1, C, O, O=S(=O)(Cl)Cl, c1ccncc1. Product: CC(C)(C)OC(=O)N1CC(OS(C)(=O)=O)CC1C(=O)OCc1ccccc1. RXN SMILES: [CH2:1]([c:2]1[cH:3][cH:4][cH:5][cH:6][cH:7]1)[O:8][C:9]([CH:10]1[N:11]([C:16](=[O:17])[O:18][C:19]([CH3:20])([CH3:21])[CH3:22])[CH2:12][CH:13]([OH:15])[CH2:14]1)=[O:23].[CH4:29].[OH2:30].[S:24](=[O:25])(=[O:26])([Cl:27])[Cl:28].[cH:31]1[cH:32][cH:33][n:34][cH:35][cH:36]1>>[CH2:1]([c:2]1[cH:3][cH:4][cH:5][cH:6][cH:7]1)[O:8][C:9]([CH:10]1[N:11]([C:16](=[O:17])[O:18][C:19]([CH3:20])([CH3:21])[CH3:22])[CH2:12][CH:13]([O:15][S:24](=[O:25])(=[O:26])[CH3:29])[CH2:14]1)=[O:23]. The reactants are OC(CSCCC(C)(C)NC(OCC1=CC=CC=C1)=O)C1OC1 (benzyl 4-(2-hydroxy-2-(oxiran-2-yl)ethylthio)-2-methylbutan-2-ylcarbamate), [OH-].[K+] (KOH). Run in CS(=O)C (dimethylsulfoxide), O (H2O), C(C)(=O)OCC (ethyl acetate). Conditions: temperature 90 celsius. The product is CC(C)(CCSCC(C(CO)O)O)NC(OCC1=CC=CC=C1)=O (Benzyl 2-methyl-4-(2,3,4-trihydroxybutylthio)butan-2-ylcarbamate). Isolated yield 14.9%. Reaction SMILES: [OH:1][CH:2]([CH:21]1[CH2:23][O:22]1)[CH2:3][S:4][CH2:5][CH2:6][C:7]([NH:10][C:11](=[O:20])[O:12][CH2:13][C:14]1[CH:19]=[CH:18][CH:17]=[CH:16][CH:15]=1)([CH3:9])[CH3:8].[OH-:24].[K+]>CS(C)=O.O.C(OCC)(=O)C>[CH3:9][C:7]([NH:10][C:11](=[O:20])[O:12][CH2:13][C:14]1[CH:15]=[CH:16][CH:17]=[CH:18][CH:19]=1)([CH2:6][CH2:5][S:4][CH2:3][CH:2]([OH:1])[CH:21]([OH:24])[CH2:23][OH:22])[CH3:8] |f:1.2|. Procedure: To a solution of benzyl 4-(2-hydroxy-2-(oxiran-2-yl)ethylthio)-2-methylbutan-2-ylcarbamate (3.33 g, 9.81 mmol) in dimethylsulfoxide (50 ml) and H2O (10 ml) was added 5.0 M KOH (600 μl, 3.0 mmol). The solution was heated to 90° C. for 5 hour, cooled to room temperature, diluted with 400 ml ethyl acetate, washed with 1×200 ml 5% NaHSO4, 5×200 ml saturated NaCl, dried on MgSO4, and concentrated in vacuo. The residue was purified by preparatory HPLC (H2O/acetonitrile) to give the title compound as a... Solvent: C(C)#N (acetonitrile). Product: ClC1=CC=C2[C@@]3(C(NC2=C1)=O)[C@H](CNC(C[C@H]3C3=CC(=CC=C3)Cl)=O)OC ((3R,4R,5S)-6′-chloro-5-(3-chlorophenyl)-1,1′,2,2′,3,5,6,7-octahydro-3-methoxy-spiro[4H-azepine-4,3′-[3H]-indole]-2′,7-dione). RXN SMILES: ClC1C=C2C(C3(C(OC)CC(=O)CC3C3C=CC=C(Cl)C=3)C(=O)N2)=CC=1.[N-]=[N+]=[N-].[Na+].[Cl:31][C:32]1[CH:40]=[C:39]2[C:35]([C@:36]3([C@@H:47]([C:48]4[CH:53]=[CH:52][CH:51]=[C:50]([Cl:54])[CH:49]=4)[CH2:46][C:45](=[O:55])[NH:44][CH2:43][C@H:42]3[O:56][CH3:57])[C:37](=[O:41])[NH:38]2)=[CH:34][CH:33]=1>C(#N)C.Cl[Ti](Cl)(Cl)Cl>[Cl:31][C:32]1[CH:40]=[C:39]2[C:35]([C@@:36]3([C@H:47]([C:48]4[CH:53]=[CH:52][CH:51]=[C:50]([Cl:54])[CH:49]=4)[CH2:46][C:45](=[O:55])[NH:44][CH2:43][C@@H:42]3[O:56][CH3:57])[C:37](=[O:41])[NH:38]2)=[CH:34][CH:33]=1 |f:1.2|. The reagents and catalysts are Cl[Ti](Cl)(Cl)Cl (TiCl4). Procedure details: In a manner similar to the method described in example 2 (method A), rac-(1R,2S,6S)-6′-chloro-2-(3-chlorophenyl)-6-methoxyspiro[cyclohexane-1,3′-[3H]indole]-2′,4(1′H)-dione (156 mg, 0.4 mmol) was reacted with NaN3 (52 mg, 0.8 mmole) in the presence of TiCl4 (1.0 M in CH2Cl2, 0.8 mL) (Aldrich) in acetonitrile (10 mL) followed by chiral chromatograph to give (3R,4R,5S)-6′-chloro-5-(3-chlorophenyl)-1,1′,2,2′,3,5,6,7-octahydro-3-methoxy-spiro[4H-azepine-4,3′-[3H]-indole]-2′,7-dione (17.6 mg) and (3S... Reactants: [N-]=[N+]=[N-].[Na+] (NaN3), ClC1=CC=C2C3(C(NC2=C1)=O)C(CC(CC3OC)=O)C3=CC(=CC=C3)Cl (rac-(1R,2S,6S)-6′-chloro-2-(3-chlorophenyl)-6-methoxyspiro[cyclohexane-1,3′-[3H]indole]-2′,4(1′H)-dione), ClC1=CC=C2[C@]3(C(NC2=C1)=O)[C@@H](CNC(C[C@@H]3C3=CC(=CC=C3)Cl)=O)OC ((3S,4S,5R)-6′-chloro-5-(3-chlorophenyl)-1,1′,2,2′,3,5,6,7-octahydro-3-methoxy-spiro[4H-azepine-4,3′-[3H]-indole]-2′,7-dione).